This data is from the Open Reaction Database (ORD), a public repository of structured organic reaction records. The task is: describe an organic reaction: reactants, conditions, products, and yield The reactants are CC(C)(C)c1cc(C(=NO)c2ccccc2)cc(C(C)(C)C)c1O, CC(=O)Cl, O, c1ccncc1. The product is CC(=O)ON=C(c1ccccc1)c1cc(C(C)(C)C)c(O)c(C(C)(C)C)c1. As a reaction SMILES: [C:1]([CH3:2])([CH3:3])([CH3:4])[c:5]1[cH:6][c:7]([C:8]([c:9]2[cH:10][cH:11][cH:12][cH:13][cH:14]2)=[N:15][OH:16])[cH:17][c:18]([C:21]([CH3:22])([CH3:23])[CH3:24])[c:19]1[OH:20].[CH3:25][C:26]([Cl:27])=[O:28].[OH2:29].[cH:30]1[cH:31][cH:32][n:33][cH:34][cH:35]1>>[C:1]([CH3:2])([CH3:3])([CH3:4])[c:5]1[cH:6][c:7]([C:8]([c:9]2[cH:10][cH:11][cH:12][cH:13][cH:14]2)=[N:15][O:16][C:26]([CH3:25])=[O:28])[cH:17][c:18]([C:21]([CH3:22])([CH3:23])[CH3:24])[c:19]1[OH:20]. Reactants: C(C)OC(=O)[C@H](C[C@@H](C(=O)NCCC(=O)O)CC1=CC=CC=C1)CC1=CC=CC=C1 (N-[4-ethoxycarbonyl-(R*,R*)-2,4-dibenzylbutyryl]-3-aminopropionic acid), N1=CC(=CC=C1)CO (3-pyridylcarbinol), C1(CCCCC1)N=C=NC1CCCCC1 (dicyclohexylcarbodiimide). The solvent is C(Cl)Cl (methylene chloride). Product: C(C)OC(=O)[C@H](C[C@@H](C(=O)NCCC(=O)OCC=1C=NC=CC1)CC1=CC=CC=C1)CC1=CC=CC=C1 (3-pyridylmethyl N-[4-ethoxycarbonyl-(R*,R*)-2,4-dibenzylbutyryl]-3-aminopropionate). RXN SMILES: [CH2:1]([O:3][C:4]([C@@H:6]([CH2:24][C:25]1[CH:30]=[CH:29][CH:28]=[CH:27][CH:26]=1)[CH2:7][C@H:8]([CH2:17][C:18]1[CH:23]=[CH:22][CH:21]=[CH:20][CH:19]=1)[C:9]([NH:11][CH2:12][CH2:13][C:14]([OH:16])=[O:15])=[O:10])=[O:5])[CH3:2].[N:31]1[CH:36]=[CH:35][CH:34]=[C:33]([CH2:37]O)[CH:32]=1.C1(N=C=NC2CCCCC2)CCCCC1>C(Cl)Cl>[CH2:1]([O:3][C:4]([C@@H:6]([CH2:24][C:25]1[CH:26]=[CH:27][CH:28]=[CH:29][CH:30]=1)[CH2:7][C@H:8]([CH2:17][C:18]1[CH:19]=[CH:20][CH:21]=[CH:22][CH:23]=1)[C:9]([NH:11][CH2:12][CH2:13][C:14]([O:16][CH2:37][C:33]1[CH:32]=[N:31][CH:36]=[CH:35][CH:34]=1)=[O:15])=[O:10])=[O:5])[CH3:2]. Procedure: The solution of 2.37 g of N-[4-ethoxycarbonyl-(R*,R*)-2,4-dibenzylbutyryl]-3-aminopropionic acid, 0.61 g of 3-pyridylcarbinol and 1.15 g of dicyclohexylcarbodiimide in 25 ml of methylene chloride is stirred at room temperature for two days. The solid is removed, and the filtrate is diluted with 150 ml of ether and extracted with 0.5N hydrochloric acid. The acidic aqueous layer is separated, basified and extracted with ethyl acetate. The organic layer is washed with saturated sodium chloride, dri... The reactants are ICC (iodoethane), FCCOC1=C(C(=O)O)C=CC=C1OCCF (2,3-di(2-fluoroethoxy)benzoic acid), FCCOC1=C(C(=O)O)C=CC=C1OCCF (2,3-di(2-fluoroethoxy)benzoic acid), C([O-])([O-])=O.[K+].[K+] (potassium carbonate). Solvent: CC(=O)C (acetone), C(C)OCC (diethyl ether). The product is FCCOC1=C(C(=O)OCC)C=CC=C1OCCF (ethyl 2,3-di(2-fluoroethoxy)benzoate). Isolated yield 89.3%. Reaction SMILES: I[CH2:2][CH3:3].[F:4][CH2:5][CH2:6][O:7][C:8]1[C:16]([O:17][CH2:18][CH2:19][F:20])=[CH:15][CH:14]=[CH:13][C:9]=1[C:10]([OH:12])=[O:11].C(=O)([O-])[O-].[K+].[K+]>CC(C)=O.C(OCC)C>[F:4][CH2:5][CH2:6][O:7][C:8]1[C:16]([O:17][CH2:18][CH2:19][F:20])=[CH:15][CH:14]=[CH:13][C:9]=1[C:10]([O:12][CH2:2][CH3:3])=[O:11] |f:2.3.4|. Procedure: Under a dry nitrogen atmosphere 0.91 gram (0.0058 mole) of iodoethane was added dropwise to a stirred mixture of 1.2 gram (0.0049 mole) of 2,3-di(2-fluoroethoxy)benzoic acid (Compound 105) and 1.4 grams (0.0097 mole) of potassium carbonate in 40 ml of acetone. The reaction mixture was heated at reflux for 24 hours and then was allowed to cool to room temperature. The solvent was evaporated under reduced pressure leaving a residue. This residue was dissolved in diethyl ether, and the solution was... The reactants are CC(C)(C)OC(=O)N1CCC(N2CCC(OC(=O)c3ccccc3)CC2)CC1, O=C(O)C(F)(F)F. Product: O=C(OC1CCN(C2CCNCC2)CC1)c1ccccc1. Reaction SMILES: [C:1]([O:2][C:3](=[O:4])[N:8]1[CH2:9][CH2:10][CH:11]([N:14]2[CH2:15][CH2:16][CH:17]([O:20][C:21]([c:22]3[cH:23][cH:24][cH:25][cH:26][cH:27]3)=[O:28])[CH2:18][CH2:19]2)[CH2:12][CH2:13]1)([CH3:5])([CH3:6])[CH3:7].[OH:29][C:30]([C:31]([F:32])([F:33])[F:34])=[O:35]>>[NH:8]1[CH2:9][CH2:10][CH:11]([N:14]2[CH2:15][CH2:16][CH:17]([O:20][C:21]([c:22]3[cH:23][cH:24][cH:25][cH:26][cH:27]3)=[O:28])[CH2:18][CH2:19]2)[CH2:12][CH2:13]1. Starting materials: O.[OH-].[Li+] (lithium hydroxide monohydrate), C(C)OP(=O)(C1OCCC1)CCCN (ethyl-3-aminopropyl(tetrahydrofuran-2-yl)phosphinate). Run in O (water), C(C)O (ethanol), O (water). Run at time 3 day. Yields the product NCCCP(O)(=O)C1OCCC1 (3-aminopropyl(tetrahydrofuran-2-yl)phosphinic acid). As a reaction SMILES: O.[OH-].[Li+].C([O:6][P:7]([CH2:14][CH2:15][CH2:16][NH2:17])([CH:9]1[CH2:13][CH2:12][CH2:11][O:10]1)=[O:8])C>O.C(O)C>[NH2:17][CH2:16][CH2:15][CH2:14][P:7]([CH:9]1[CH2:13][CH2:12][CH2:11][O:10]1)(=[O:6])[OH:8] |f:0.1.2|. Procedure: To a stirred solution of 0.57 g of lithium hydroxide monohydrate in 10 ml of water is added a solution of 2.0 g of ethyl-3-aminopropyl(tetrahydrofuran-2-yl)phosphinate in 20 ml of ethanol. A slight exothermic reaction ensues and the reaction mixture becomes turbid. A further 5 ml of water is added and the then clear solution stirred for 3 days at room temperature. After this time, the reaction mixture is concentrated in vacuo at 55°. The residue is re-dissolved in water and washed with 3×10 ml o... Reactants: ClCCCl, COc1ccccc1NC(=O)CC(=O)O, CCOC(C)=O, CN1CC=C(c2cc3nccc(Oc4ccc(N)cc4F)c3s2)CC1, CN(C)C=O, On1nnc2ccccc21. Product: COc1ccccc1NC(=O)CC(=O)Nc1ccc(Oc2ccnc3cc(C4=CCN(C)CC4)sc23)c(F)c1. As a reaction SMILES: [CH2:41]([Cl:42])[CH2:43][Cl:44].[CH3:26][O:27][c:28]1[c:29]([NH:34][C:35]([CH2:36][C:37](=[O:38])[OH:39])=[O:40])[cH:30][cH:31][cH:32][cH:33]1.[CH3:60][CH2:61][O:62][C:63]([CH3:64])=[O:65].[F:1][c:2]1[cH:3][c:4]([NH2:5])[cH:6][cH:7][c:8]1[O:9][c:10]1[c:11]2[c:12]([n:13][cH:14][cH:15]1)[cH:16][c:17]([C:19]1=[CH:24][CH2:23][N:22]([CH3:25])[CH2:21][CH2:20]1)[s:18]2.[O:55]=[CH:56][N:57]([CH3:58])[CH3:59].[OH:45][n:46]1[c:47]2[c:48]([cH:49][cH:50][cH:51][cH:52]2)[n:53][n:54]1>>[F:1][c:2]1[cH:3][c:4]([NH:5][C:37]([CH2:36][C:35]([NH:34][c:29]2[c:28]([O:27][CH3:26])[cH:33][cH:32][cH:31][cH:30]2)=[O:40])=[O:38])[cH:6][cH:7][c:8]1[O:9][c:10]1[c:11]2[c:12]([n:13][cH:14][cH:15]1)[cH:16][c:17]([C:19]1=[CH:24][CH2:23][N:22]([CH3:25])[CH2:21][CH2:20]1)[s:18]2. The reactants are C(=O)C=1C=C(C=CC1)C(SCCC(=O)OC)SCCC(N(C)C)=O ((-)-methyl 5-(3-formylphenyl)-8-dimethylcarbamyl-4,6-dithiaoctanoate), [Br-].ClC1=CC=C2C=CC(=NC2=C1)C[P+](C1=CC=CC=C1)(C1=CC=CC=C1)C1=CC=CC=C1 (7-chloroquinolin-2-ylmethyltriphenylphosphonium bromide), [Li]CCCC (n-BuLi), CCCCCC (hexane), C(C)(=O)[O-].[NH4+] (ammonium acetate). Run in C1CCOC1 (THF), C1CCOC1 (THF). Run at temperature -78 celsius, time 0.5 hour. Product: ClC1=CC=C2C=CC(=NC2=C1)C=CC=1C=C(C=CC1)C(SCCC(=O)OC)SCCC(N(C)C)=O ((-)-methyl 5-(3-(2-(7-chloroquinolin-2-yl)ethenyl)phenyl)-8-dimethylcarbamyl-4,6-dithiaoctanoate). Reaction SMILES: [Br-].[Cl:2][C:3]1[CH:12]=[C:11]2[C:6]([CH:7]=[CH:8][C:9]([CH2:13][P+](C3C=CC=CC=3)(C3C=CC=CC=3)C3C=CC=CC=3)=[N:10]2)=[CH:5][CH:4]=1.[Li]CCCC.CCCCCC.[CH:44]([C:46]1[CH:47]=[C:48]([CH:52]([S:60][CH2:61][CH2:62][C:63](=[O:67])[N:64]([CH3:66])[CH3:65])[S:53][CH2:54][CH2:55][C:56]([O:58][CH3:59])=[O:57])[CH:49]=[CH:50][CH:51]=1)=O.C([O-])(=O)C.[NH4+]>C1COCC1>[Cl:2][C:3]1[CH:12]=[C:11]2[C:6]([CH:7]=[CH:8][C:9]([CH:13]=[CH:44][C:46]3[CH:47]=[C:48]([CH:52]([S:60][CH2:61][CH2:62][C:63](=[O:67])[N:64]([CH3:66])[CH3:65])[S:53][CH2:54][CH2:55][C:56]([O:58][CH3:59])=[O:57])[CH:49]=[CH:50][CH:51]=3)=[N:10]2)=[CH:5][CH:4]=1 |f:0.1,5.6|. Procedure details: To a suspension of 7-chloroquinolin-2-ylmethyltriphenylphosphonium bromide (809 mg, 1.56 mmol.) (Example 4, Step 2) in THF (15 mL) at -78° C., was added a solution of n-BuLi (1.6M) in hexane (0.89 mL, 1.43 mmol.). The mixture was stirred for 0.5 hrs at -78° C. Then, (-)-methyl 5-(3-formylphenyl)-8-dimethylcarbamyl-4,6-dithiaoctanoate (step 7) (480 mg, 1.3 mmol.) in THF (4 mL) was slowly added. The mixture was stirred for 0.5 hr at -78° C. and then warmed up to room temperature and stirred for an...